From a dataset of the Open Reaction Database (ORD), a public repository of structured organic reaction records. describe an organic reaction: reactants, conditions, products, and yield The reactants are CC(C)[O-], CC(C)O, Clc1cc(Cl)ncn1, [Na+]. Product: CC(C)Oc1cc(Cl)ncn1. As a reaction SMILES: [CH3:1][CH:2]([O-:3])[CH3:4].[CH:14]([OH:15])([CH3:16])[CH3:17].[Cl:6][c:7]1[n:8][cH:9][n:10][c:11]([Cl:13])[cH:12]1.[Na+:5]>>[CH3:1][CH:2]([O:3][c:11]1[n:10][cH:9][n:8][c:7]([Cl:6])[cH:12]1)[CH3:4]. The reactants are FC(C(F)F)(OC1=CC=C(N)C=C1)F (4-(1,1,2,2-tetrafluoroethoxy)aniline), [S-]C#N.[K+] (potassium thiocyanate), BrBr (bromine). The solvent is C(C)(=O)O (acetic acid). Product: S1C(=NC2=C1C=CC=C2)N (2-benzothiazolamine). Yield: 27.8%. As a reaction SMILES: FC(F)(O[C:7]1[CH:13]=[CH:12][C:10]([NH2:11])=[CH:9][CH:8]=1)C(F)F.[S-:15][C:16]#[N:17].[K+].BrBr>C(O)(=O)C>[S:15]1[C:9]2[CH:8]=[CH:7][CH:13]=[CH:12][C:10]=2[N:11]=[C:16]1[NH2:17] |f:1.2|. Procedure details: The procedure is as in Example 1, starting with 4-(1,1,2,2-tetrafluoroethoxy)aniline (10 g), potassium thiocyanate 18.5 g), bromine (2.4 cc) and acetic acid (80 cc). After purification on a column of silica (1 kg; particle size: 0.063-0.200 mm), eluting with a mixture of cyclohexane and ethyl acetate (50:50 by volume), and recrystallization in toluene (22 cc), 6- 1,1,2,2-tetrafluoroethoxy)-2-benzothiazolamine (2 g), m.p. 161° C., is obtained. Starting materials: FC(C1(CC1)NC(=O)C1=NC(=C(C=C1)N1CC(C1)(F)F)OCC1CC1)(F)F (6-cyclopropylmethoxy-5-(3,3-difluoro-azetidin-1-yl)-pyridine-2-carboxylic acid (1-trifluoromethyl-cyclopropyl)-amide), [H-].[Na+] (sodium hydride), IC (Iodomethane). Solvent: CN(C)C=O (DMF). Conditions: time 1 hour. Yields the product CN(C(=O)C1=NC(=C(C=C1)N1CC(C1)(F)F)OCC1CC1)C1(CC1)C(F)(F)F (6-Cyclopropylmethoxy-5-(3,3-difluoro-azetidin-1-yl)-pyridine-2-carboxylic acid methyl-(1-trifluoromethyl-cyclopropyl)-amide). The yield is 62.8%. RXN SMILES: [F:1][C:2]([F:27])([F:26])[C:3]1([NH:6][C:7]([C:9]2[CH:14]=[CH:13][C:12]([N:15]3[CH2:18][C:17]([F:20])([F:19])[CH2:16]3)=[C:11]([O:21][CH2:22][CH:23]3[CH2:25][CH2:24]3)[N:10]=2)=[O:8])[CH2:5][CH2:4]1.[H-].[Na+].I[CH3:31]>CN(C=O)C>[CH3:31][N:6]([C:3]1([C:2]([F:1])([F:26])[F:27])[CH2:4][CH2:5]1)[C:7]([C:9]1[CH:14]=[CH:13][C:12]([N:15]2[CH2:18][C:17]([F:20])([F:19])[CH2:16]2)=[C:11]([O:21][CH2:22][CH:23]2[CH2:24][CH2:25]2)[N:10]=1)=[O:8] |f:1.2|. Reported procedure: A solution of 6-cyclopropylmethoxy-5-(3,3-difluoro-azetidin-1-yl)-pyridine-2-carboxylic acid (1-trifluoromethyl-cyclopropyl)-amide (20 mg, 51.1 μmol) and sodium hydride (3.3 mg, 76.7 μmol) in DMF (0.2 mL) was stirred for 15 min. at ambient temperature. Iodomethane (14.5 mg, 6.38 μL, 102 μmol) was added and stirring was continued for 1 h. The reaction mixture was poured onto ice/sat. aqueous NaHCO3 solution (15 mL) and extracted with EtOAc (2×25 mL). The combined extracts were washed with ice wat... The reactants are O (water), [Cl-].[Cl-].[Cl-].[Al+3] (Aluminium trichloride), CN1N=C(C=2N=C(NC(C21)=O)C2=C(C=CC=C2)OCCC)CCC (1-methyl-5-(2-n-propoxyphenyl)-3-n-propyl-1,6-dihydro-7H-pyrazolo[4,3-d]pyrimidin-7-one), BrCC(=O)Cl (2-bromoacetyl chloride). The solvent is ClCCl (dichloromethane). Run at time 18 hour. The product is BrCC(=O)C=1C=CC(=C(C1)C=1NC(C2=C(N1)C(=NN2C)CCC)=O)OCCC (5-(5-Bromoacetyl-2-n-propoxyphenyl)-1-methyl-3-n-propyl-1,6-dihydro-7H-pyrazolo[4,3-d]pyrimidin-7-one). Yield: 59.9%. As a reaction SMILES: [Cl-].[Cl-].[Cl-].[Al+3].[CH3:5][N:6]1[C:14]2[C:13](=[O:15])[NH:12][C:11]([C:16]3[CH:21]=[CH:20][CH:19]=[CH:18][C:17]=3[O:22][CH2:23][CH2:24][CH3:25])=[N:10][C:9]=2[C:8]([CH2:26][CH2:27][CH3:28])=[N:7]1.[Br:29][CH2:30][C:31](Cl)=[O:32].O>ClCCl>[Br:29][CH2:30][C:31]([C:20]1[CH:19]=[CH:18][C:17]([O:22][CH2:23][CH2:24][CH3:25])=[C:16]([C:11]2[NH:12][C:13](=[O:15])[C:14]3[N:6]([CH3:5])[N:7]=[C:8]([CH2:26][CH2:27][CH3:28])[C:9]=3[N:10]=2)[CH:21]=1)=[O:32] |f:0.1.2.3|. Reported procedure: Aluminium trichloride (6.0 g, 0.045 mol) was added portionwise to a stirred solution of 1-methyl-5-(2-n-propoxyphenyl)-3-n-propyl-1,6-dihydro-7H-pyrazolo[4,3-d]pyrimidin-7-one (5.0 g, 0.0153 mol) and 2-bromoacetyl chloride (2.5 ml, 0.0303 mol) in dichloromethane (100 ml) at 0° C. The reaction mixture was allowed to warm to room temperature, stirred for 18 hours, heated under reflux for 3 hours and then added cautiously to ice and water (100 g). The resulting mixture was stirred for 1 hour and ex...